From a dataset of the Open Reaction Database (ORD), a public repository of structured organic reaction records. describe an organic reaction: reactants, conditions, products, and yield Starting materials: FC(C(F)(F)F)(C1=CC=C(CN=C=S)C=C1)F (4-pentafluoroethylbenzyl isothiocyanate), FC(CN)(F)F (2,2,2-trifluoroethylamine). Run in C(C)(=O)OCC (ethyl acetate). Run at time 24 hour. The product is FC(C(F)(F)F)(C1=CC=C(CNC(=S)NCC(F)(F)F)C=C1)F (1-(4-pentafluoroethylbenzyl)-3-(2,2,2-trifluoroethyl)thiourea). Yield: 90.3%. Reaction SMILES: [F:1][C:2]([F:17])([C:7]1[CH:16]=[CH:15][C:10]([CH2:11][N:12]=[C:13]=[S:14])=[CH:9][CH:8]=1)[C:3]([F:6])([F:5])[F:4].[F:18][C:19]([F:23])([F:22])[CH2:20][NH2:21]>C(OCC)(=O)C>[F:17][C:2]([F:1])([C:7]1[CH:16]=[CH:15][C:10]([CH2:11][NH:12][C:13]([NH:21][CH2:20][C:19]([F:23])([F:22])[F:18])=[S:14])=[CH:9][CH:8]=1)[C:3]([F:6])([F:5])[F:4]. Procedure details: 2.1 g of 4-pentafluoroethylbenzyl isothiocyanate and 0.78 g of 2,2,2-trifluoroethylamine were dissolved in 20 ml of ethyl acetate, and the solution was left to stand at room temperature for 24 hours. Ethyl acetate was evaporated under reduced pressure. The resulting white crystals were recrystallized from hexane to give 2.6 g of the captioned compound. Reactants: N#Cc1ccc2c(c1)N(C1CCNCC1)C(=O)C2, [BH3-]C#N, COCCOC1CCC(=O)CC1, CC(=O)O, ClCCl, Cl. Product: COCCOC1CCC(N2CCC(N3C(=O)Cc4ccc(C#N)cc43)CC2)CC1. Reaction SMILES: [C:2](#[N:3])[c:4]1[cH:5][cH:6][c:7]2[c:11]([cH:12]1)[N:10]([CH:13]1[CH2:14][CH2:15][NH:16][CH2:17][CH2:18]1)[C:9](=[O:19])[CH2:8]2.[C:32]([BH3-:33])#[N:34].[CH3:20][O:21][CH2:22][CH2:23][O:24][CH:25]1[CH2:26][CH2:27][C:28](=[O:31])[CH2:29][CH2:30]1.[CH3:35][C:36](=[O:37])[OH:38].[Cl:39][CH2:40][Cl:41].[ClH:1]>>[C:2](#[N:3])[c:4]1[cH:5][cH:6][c:7]2[c:11]([cH:12]1)[N:10]([CH:13]1[CH2:14][CH2:15][N:16]([CH:28]3[CH2:27][CH2:26][CH:25]([O:24][CH2:23][CH2:22][O:21][CH3:20])[CH2:30][CH2:29]3)[CH2:17][CH2:18]1)[C:9](=[O:19])[CH2:8]2. Reactants: CC(=O)c1ccc(S(=O)(=O)NCCN2CCOCC2)cc1, COc1cc(OC)c(-c2cccs2)cc1C=CC(=O)c1ccc(S(=O)(=O)Nc2cc(C)on2)cc1. The product is COc1cc(OC)c(-c2cccs2)cc1C=CC(=O)c1ccc(S(=O)(=O)NCCN2CCOCC2)cc1. RXN SMILES: [C:36]([c:37]1[cH:38][cH:39][c:40]([S:41]([NH:42][CH2:49][CH2:50][N:51]2[CH2:52][CH2:53][O:54][CH2:55][CH2:56]2)(=[O:43])=[O:44])[cH:45][cH:46]1)(=[O:47])[CH3:48].[CH3:1][O:2][c:3]1[c:4]([CH:16]=[CH:17][C:18](=[O:19])[c:20]2[cH:21][cH:22][c:23]([S:26](=[O:27])(=[O:28])[NH:29][c:30]3[cH:31][c:32]([CH3:33])[o:34][n:35]3)[cH:24][cH:25]2)[cH:5][c:6](-[c:11]2[s:12][cH:13][cH:14][cH:15]2)[c:7]([O:9][CH3:10])[cH:8]1>>[CH3:1][O:2][c:3]1[c:4]([CH:16]=[CH:17][C:18](=[O:19])[c:20]2[cH:21][cH:22][c:23]([S:26](=[O:27])(=[O:28])[NH:29][CH2:49][CH2:50][N:51]3[CH2:52][CH2:53][O:54][CH2:55][CH2:56]3)[cH:24][cH:25]2)[cH:5][c:6](-[c:11]2[s:12][cH:13][cH:14][cH:15]2)[c:7]([O:9][CH3:10])[cH:8]1. Reactants: Br, Br, O=N[O-], CCOC(=O)N1CCC(C2c3ncccc3CCc3cc(N)cnc32)CC1, [Na+], [Na+], [OH-], O. The product is CCOC(=O)N1CCC(C2c3ncccc3CCc3cc(Br)cnc32)CC1. RXN SMILES: [Br:28].[BrH:35].[N:29]([O-:30])=[O:31].[NH2:1][c:2]1[cH:3][c:4]2[c:5]([n:6][cH:7]1)[CH:8]([CH:17]1[CH2:18][CH2:19][N:20]([C:23](=[O:24])[O:25][CH2:26][CH3:27])[CH2:21][CH2:22]1)[c:9]1[n:10][cH:11][cH:12][cH:13][c:14]1[CH2:15][CH2:16]2.[Na+:32].[Na+:34].[OH-:33].[OH2:36]>>[c:2]1([Br:35])[cH:3][c:4]2[c:5]([n:6][cH:7]1)[CH:8]([CH:17]1[CH2:18][CH2:19][N:20]([C:23](=[O:24])[O:25][CH2:26][CH3:27])[CH2:21][CH2:22]1)[c:9]1[n:10][cH:11][cH:12][cH:13][c:14]1[CH2:15][CH2:16]2. The reactants are 10.9, C1=CC=CC=2C(C3=C(CCC21)C=CC=C3)C(=O)Cl (10,11-dihydro-5H-dibenzo[a,d]cycloheptene-5-carboxylic acid chloride), C([O-])([O-])=O.[Na+].[Na+] (sodium carbonate), C1OC2CCNCC2OC1 (4-(ethylenedioxy)piperidine). The solvent is C(C)(=O)OCC (ethyl acetate). Run at time 8 hour. Product: C1OC2CCN(CC2OC1)C(=O)C1C2=C(CCC3=C1C=CC=C3)C=CC=C2 (4-(ethylenedioxy)-1-[(10,11-dihydro-5H-dibenzo[a,d]cyclohepten-5-yl)carbonyl]piperidine). RXN SMILES: [CH:1]1[C:11]2[CH2:10][CH2:9][C:8]3[CH:12]=[CH:13][CH:14]=[CH:15][C:7]=3[CH:6]([C:16](Cl)=[O:17])[C:5]=2[CH:4]=[CH:3][CH:2]=1.C(=O)([O-])[O-].[Na+].[Na+].[CH2:25]1[CH2:34][O:33][CH:32]2[CH:27]([CH2:28][CH2:29][NH:30][CH2:31]2)[O:26]1>C(OCC)(=O)C>[CH2:25]1[CH2:34][O:33][CH:32]2[CH:27]([CH2:28][CH2:29][N:30]([C:16]([CH:6]3[C:5]4[CH:4]=[CH:3][CH:2]=[CH:1][C:11]=4[CH2:10][CH2:9][C:8]4[CH:12]=[CH:13][CH:14]=[CH:15][C:7]3=4)=[O:17])[CH2:31]2)[O:26]1 |f:1.2.3|. Reported procedure: To a stirred solution of 10.9 parts of 10,11-dihydro-5H-dibenzo[a,d]cycloheptene-5-carboxylic acid chloride is added 4 parts of anhydrous sodium carbonate and then 6.1 parts of 4-(ethylenedioxy)piperidine. The mixture is stirred overnight and then diluted with ethyl acetate. Sodium carbonate is removed by filtration, the filtrate is washed with 1.2 N hydrochloric acid, 15% aqueous sodium hydroxide, and brine, dried with magnesium sulfate and concentrated to give 4-(ethylenedioxy)-1-[(10,11-dihyd... Reactants: OC(C(=O)OC)CCCCC=C (methyl 2-hydroxyoct-7-enoate), O1CCCC=C1 (3,4-dihydro-2H-pyran), ClCCl (dichloromethane). The reagents and catalysts are FC(C(=O)O)(F)F (trifluoroacetic acid). Conditions: time 8 hour. Product: C1(CCCCC1)OC(C(=O)OC)CCCCC=C (methyl 2-(cyclohexyloxy)oct-7-enoate). RXN SMILES: [OH:1][CH:2]([CH2:7][CH2:8][CH2:9][CH2:10][CH:11]=[CH2:12])[C:3]([O:5][CH3:6])=[O:4].O1[CH:18]=[CH:17][CH2:16][CH2:15][CH2:14]1.Cl[CH2:20]Cl>FC(F)(F)C(O)=O>[CH:14]1([O:1][CH:2]([CH2:7][CH2:8][CH2:9][CH2:10][CH:11]=[CH2:12])[C:3]([O:5][CH3:6])=[O:4])[CH2:20][CH2:18][CH2:17][CH2:16][CH2:15]1. Procedure details: A mixture of methyl 2-hydroxyoct-7-enoate (6.88 g, 0.040 mmol), dichloromethane (40 mL), 3,4-dihydro-2H-pyran (7.4 mL, 0.082 mol), and 6 drops of trifluoroacetic acid was stirred at room temperature overnight. The resulting mixture was concentrated in vacuo to yield methyl 2-(cyclohexyloxy)oct-7-enoate, which was used in the next step without further purification. A solution of methyl 2-(cyclohexyloxy)oct-7-enoate (500.0 mg, 1.95 mmol) dissolved in toluene (33 mL) containing 4-methyl-5-vinylthia...